From a dataset of the Open Reaction Database (ORD), a public repository of structured organic reaction records. describe an organic reaction: reactants, conditions, products, and yield Starting materials: BrC1=CC=C(CC=2N(C=C(N2)C2=C(C=C(C=C2)Cl)Cl)C=2C=C(C=CC2)N2CC(NS2(=O)=O)=O)C=C1 (5-{3-[2-(4-Bromo-benzyl)-4-(2,4-dichloro-phenyl)-imidazol-1-yl]-phenyl}-1,2,5-thiadiazolidine-3-one-1,1-dioxide), C(C)(C)(C)C1=CC=C(C=C1)B(O)O (4-tert-butylphenylboronic acid). Product: C(C)(C)(C)C1=CC=C(C=C1)C1=CC=C(C=C1)CC=1N(C=C(N1)C1=C(C=C(C=C1)Cl)Cl)C=1C=C(C=CC1)N1CC(NS1(=O)=O)=O (5-{3-[2-(4′-tert-butyl-biphenyl-4-ylmethyl)-4-(2,4-dichloro-phenyl)-imidazol-1-yl]-phenyl}-1,2,5-thiadiazolidine-3-one-1,1-dioxide). Reaction SMILES: Br[C:2]1[CH:35]=[CH:34][C:5]([CH2:6][C:7]2[N:8]([C:20]3[CH:21]=[C:22]([N:26]4[S:30](=[O:32])(=[O:31])[NH:29][C:28](=[O:33])[CH2:27]4)[CH:23]=[CH:24][CH:25]=3)[CH:9]=[C:10]([C:12]3[CH:17]=[CH:16][C:15]([Cl:18])=[CH:14][C:13]=3[Cl:19])[N:11]=2)=[CH:4][CH:3]=1.[C:36]([C:40]1[CH:45]=[CH:44][C:43](B(O)O)=[CH:42][CH:41]=1)([CH3:39])([CH3:38])[CH3:37]>>[C:36]([C:40]1[CH:45]=[CH:44][C:43]([C:2]2[CH:35]=[CH:34][C:5]([CH2:6][C:7]3[N:8]([C:20]4[CH:21]=[C:22]([N:26]5[S:30](=[O:32])(=[O:31])[NH:29][C:28](=[O:33])[CH2:27]5)[CH:23]=[CH:24][CH:25]=4)[CH:9]=[C:10]([C:12]4[CH:17]=[CH:16][C:15]([Cl:18])=[CH:14][C:13]=4[Cl:19])[N:11]=3)=[CH:4][CH:3]=2)=[CH:42][CH:41]=1)([CH3:39])([CH3:38])[CH3:37]. Procedure details: 5-{3-[2-(4-Bromo-benzyl)-4-(2,4-dichloro-phenyl)-imidazol-1-yl]-phenyl}-1,2,5-thiadiazolidine-3-one-1,1-dioxide (59 mg, 0.1 mmol) was treated as described in general procedure G using 4-tert-butylphenylboronic acid (36 mg, 0.2 mmol) to give 5-{3-[2-(4′-tert-butyl-biphenyl-4-ylmethyl)-4-(2,4-dichloro-phenyl)-imidazol-1-yl]-phenyl}-1,2,5-thiadiazolidine-3-one-1,1-dioxide. Starting materials: OO (hydrogen peroxide), ON1C(CC(CC1(C)C)=O)(C)C (1-oxyl-2,2,6,6-tetramethylpiperidin-4-one), N,N'-bis(3,5-di-tert-butylsalicylidene)-1,2-cyclohexanediaminomanganese(II) chloride, C(C)(C)(C)O (tert-butyl alcohol), C(C)(C)(C)O (tert-butyl alcohol). Reaction conditions: temperature 60 celsius, time 8 hour. Yields the product OC(CON1C(CC(CC1(C)C)=O)(C)C)(C)C (1-(2-Hydroxy-2-methylpropoxy)-2,2,6,6-tetramethylpiperidin-4-one). Yield: 2.5%. As a reaction SMILES: OO.[OH:3][N:4]1[C:9]([CH3:11])([CH3:10])[CH2:8][C:7](=[O:12])[CH2:6][C:5]1([CH3:14])[CH3:13].[C:15]([OH:19])([CH3:18])([CH3:17])[CH3:16]>>[OH:19][C:15]([CH3:18])([CH3:17])[CH2:16][O:3][N:4]1[C:9]([CH3:10])([CH3:11])[CH2:8][C:7](=[O:12])[CH2:6][C:5]1([CH3:14])[CH3:13]. Procedure: A solution of 1.0 g (15 mmol) of 50% aqueous hydrogen peroxide in 5 mL of tert-butyl alcohol is added over 30 minutes at 60° C. to a mixture of 0.5 g (2.9 mmol) of 1-oxyl-2,2,6,6-tetramethylpiperidin-4-one, 0.1 g (0.16 mmol) of N,N'-bis(3,5-di-tert-butylsalicylidene)-1,2-cyclohexanediaminomanganese(II) chloride (Jacobsen's catalyst), and 10 mL of tert-butyl alcohol. The reaction is stirred overnight at 60° C. Gas chromatography shows 2.5% of the title compound is present in the reaction mixture. Starting materials: CC=1N=C(SC1COC1=C2C=CNC2=CC=C1)C1=CC=C(C=C1)C(F)(F)F (4-[4-methyl-2-(4-trifluoromethyl-phenyl)-thiazol-5-ylmethoxy]-1H-indole), C(C)(C)(C)OC(C(C)Br)=O (2-bromo-propionic acid tert-butyl ester), [H-].[Na+] (sodium hydride). Yields the product C(C)(C)(C)OC(C(C)N1C=CC2=C(C=CC=C12)OCC1=C(N=C(S1)C1=CC=C(C=C1)C(F)(F)F)C)=O ([rac]-2-{4-[4-methyl-2-(4-trifluoromethyl-phenyl)-thiazol-5-ylmethoxy]-indol-1-yl}-propionic acid tert-butyl ester). Reaction SMILES: [CH3:1][C:2]1[N:3]=[C:4]([C:18]2[CH:23]=[CH:22][C:21]([C:24]([F:27])([F:26])[F:25])=[CH:20][CH:19]=2)[S:5][C:6]=1[CH2:7][O:8][C:9]1[CH:17]=[CH:16][CH:15]=[C:14]2[C:10]=1[CH:11]=[CH:12][NH:13]2.[C:28]([O:32][C:33](=[O:37])[CH:34](Br)[CH3:35])([CH3:31])([CH3:30])[CH3:29].[H-].[Na+]>>[C:28]([O:32][C:33](=[O:37])[CH:34]([N:13]1[C:14]2[C:10](=[C:9]([O:8][CH2:7][C:6]3[S:5][C:4]([C:18]4[CH:23]=[CH:22][C:21]([C:24]([F:27])([F:25])[F:26])=[CH:20][CH:19]=4)=[N:3][C:2]=3[CH3:1])[CH:17]=[CH:16][CH:15]=2)[CH:11]=[CH:12]1)[CH3:35])([CH3:31])([CH3:30])[CH3:29] |f:2.3|. Reported procedure: In analogy to the procedure described in example 1 b], 4-[4-methyl-2-(4-trifluoromethyl-phenyl)-thiazol-5-ylmethoxy]-1H-indole (example 1 a]) was reacted with 2-bromo-propionic acid tert-butyl ester in the presence of sodium hydride to obtain [rac]-2-{4-[4-methyl-2-(4-trifluoromethyl-phenyl)-thiazol-5-ylmethoxy]-indol-1-yl}-propionic acid tert-butyl ester as yellow oil. Reactants: C(C1=CC=CC=C1)OC(NC1=C(C=CC=C1[N+](=O)[O-])OC)=O ((2-methoxy-6-nitrophenyl) carbamic acid benzyl ester), O.O.Cl[Sn]Cl (SnCl2·2H2O). Run in C(C)O (ethanol). Run at temperature 70 celsius. The product is C(C1=CC=CC=C1)OC(NC1=C(C=CC=C1OC)N)=O ((2-Amino-6-methoxyphenyl)carbamic Acid Benzyl Ester). RXN SMILES: [CH2:1]([O:8][C:9](=[O:22])[NH:10][C:11]1[C:16]([N+:17]([O-])=O)=[CH:15][CH:14]=[CH:13][C:12]=1[O:20][CH3:21])[C:2]1[CH:7]=[CH:6][CH:5]=[CH:4][CH:3]=1.O.O.Cl[Sn]Cl>C(O)C>[CH2:1]([O:8][C:9](=[O:22])[NH:10][C:11]1[C:12]([O:20][CH3:21])=[CH:13][CH:14]=[CH:15][C:16]=1[NH2:17])[C:2]1[CH:7]=[CH:6][CH:5]=[CH:4][CH:3]=1 |f:1.2.3|. Reported procedure: A mixture of (2-methoxy-6-nitrophenyl) carbamic acid benzyl ester (17.5 g; 0.058 mol) and SnCl2·2H2O (65.3 g; 0.29 mol) in anhydrous ethanol, was heated at 70° C. for 2 hours. The solvent was then removed under vacuum and the residue was acidified with 10% aqueous HCl. The title compound was extracted with ethyl acetate and washed with diluted aqueous K2CO3. The precipitated solid was filtered off, the organic layer was dried over MgSO4 and evaporated under vacuum to give the title compound afte... The reactants are Cc1ccc(N2C(=O)OC(=O)C2C(C)C)cc1, OCc1ccc(F)c(Oc2ccccc2)c1. Yields the product Cc1ccc(NC(C(=O)O)C(C)C)cc1. RXN SMILES: [CH3:1][c:2]1[cH:3][cH:4][c:5]([N:8]2[C:9](=[O:17])[O:10][C:11](=[O:16])[CH:12]2[CH:13]([CH3:14])[CH3:15])[cH:6][cH:7]1.[F:18][c:19]1[cH:20][cH:21][c:22]([CH2:23][OH:24])[cH:25][c:26]1[O:27][c:28]1[cH:29][cH:30][cH:31][cH:32][cH:33]1>>[CH3:1][c:2]1[cH:3][cH:4][c:5]([NH:8][CH:12]([C:11](=[O:10])[OH:16])[CH:13]([CH3:14])[CH3:15])[cH:6][cH:7]1. Run at temperature 85 celsius. The product is C1(CCCC1)NC1=CC=CC=2N1N=C(C2C2=NC(=NC=C2)NC2CCCC2)C=2C=C(C(=O)O)C=CC2 (3-{7-(cyclopentylamino)-3-[2-(cyclopentylamino)-4-pyrimidinyl]pyrazolo[1,5-a]pyridin-2-yl}benzoic acid). Isolated yield 19.0%. Procedure details: To a solution of 3-{7-(cyclopentylamino)-3-[2-(cyclopentylamino)-4-pyrimidinyl]pyrazolo[1,5-a]pyridin-2-yl}benzonitrile (50 mg, 0.1 mmol) in methanol was added 4N potassium hydroxide. After heating at 85° C. for 2 days, the reaction mixture was cooled to room temperature and acidified with 2N hydrochloric acid. The solution was extracted with ethyl acetate. The organic phases were combined and dried over magnesium sulfate. Filtration and concentration, followed by purification by flash chromatog... The reactants are C1(CCCC1)NC1=CC=CC=2N1N=C(C2C2=NC(=NC=C2)NC2CCCC2)C=2C=C(C#N)C=CC2 (3-{7-(cyclopentylamino)-3-[2-(cyclopentylamino)-4-pyrimidinyl]pyrazolo[1,5-a]pyridin-2-yl}benzonitrile), [OH-].[K+] (potassium hydroxide), CO (methanol), Cl (hydrochloric acid). Reaction SMILES: [CH:1]1([NH:6][C:7]2[N:12]3[N:13]=[C:14]([C:28]4[CH:29]=[C:30]([CH:33]=[CH:34][CH:35]=4)[C:31]#N)[C:15]([C:16]4[CH:21]=[CH:20][N:19]=[C:18]([NH:22][CH:23]5[CH2:27][CH2:26][CH2:25][CH2:24]5)[N:17]=4)=[C:11]3[CH:10]=[CH:9][CH:8]=2)[CH2:5][CH2:4][CH2:3][CH2:2]1.[OH-:36].[K+].Cl.C[OH:40]>>[CH:1]1([NH:6][C:7]2[N:12]3[N:13]=[C:14]([C:28]4[CH:29]=[C:30]([CH:33]=[CH:34][CH:35]=4)[C:31]([OH:40])=[O:36])[C:15]([C:16]4[CH:21]=[CH:20][N:19]=[C:18]([NH:22][CH:23]5[CH2:27][CH2:26][CH2:25][CH2:24]5)[N:17]=4)=[C:11]3[CH:10]=[CH:9][CH:8]=2)[CH2:5][CH2:4][CH2:3][CH2:2]1 |f:1.2|. Reactants: O=C([O-])O, CC(=O)[O-], CC(=O)[O-], C=Cc1ccccc1, CCCCCCCCCCCC, NC(N)=O, [Na+], [Ni+2], O, OO. Product: c1ccc(C2CO2)cc1. As a reaction SMILES: [C:25](=[O:26])([OH:27])[O-:28].[C:33]([O-:34])(=[O:35])[CH3:36].[C:38]([O-:39])(=[O:40])[CH3:41].[CH2:1]=[CH:2][c:3]1[cH:4][cH:5][cH:6][cH:7][cH:8]1.[CH3:9][CH2:10][CH2:11][CH2:12][CH2:13][CH2:14][CH2:15][CH2:16][CH2:17][CH2:18][CH2:19][CH3:20].[NH2:21][C:22]([NH2:23])=[O:24].[Na+:29].[Ni+2:37].[OH2:32].[OH:30][OH:31]>>[CH2:1]1[CH:2]([c:3]2[cH:4][cH:5][cH:6][cH:7][cH:8]2)[O:24]1. The reactants are C1CC(=O)N(C1=O)Br (NBS), C(CCC)OC(=C)C=1C(=C2COC(C2=CC1)=O)C (5-(1-butoxy-vinyl)-4-methyl-3H-isobenzofuran-1-one), Br (HBr). The solvent is O (water), C1CCOC1 (THF), O (water), O (water), O (water), C1CCOC1 (THF). Run at temperature 19 celsius, time 1 hour. Product: BrCC(=O)C=1C(=C2COC(C2=CC1)=O)C (5-(2-bromo-acetyl)-4-methyl-3H-isobenzofuran-1-one). RXN SMILES: C([O:5][C:6]([C:8]1[C:9]([CH3:18])=[C:10]2[C:14](=[CH:15][CH:16]=1)[C:13](=[O:17])[O:12][CH2:11]2)=[CH2:7])CCC.C1C(=O)N([Br:26])C(=O)C1.Br>O.C1COCC1>[Br:26][CH2:5][C:6]([C:8]1[C:9]([CH3:18])=[C:10]2[C:14](=[CH:15][CH:16]=1)[C:13](=[O:17])[O:12][CH2:11]2)=[O:7]. Procedure details: To a 1 L 3-neck flask equipped with overhead stirrer was added crude 5-(1-butoxy-vinyl)-4-methyl-3H-isobenzofuran-1-one (55.8 g) and THF (315 mL). The solution was cooled to <5° C. after which water (79 mL) was added and the solution was maintained at <5° C. NBS (41.6 g) was then added portionwise while maintaining Tmax=19° C. The solution was then warmed to room temperature for 30 minutes. HBr (48%, 0.241 mL) was added and the reaction was aged at room temperature for approximately 1 hour after... Reactants: O=C([O-])[O-], CCOC(C)=O, [Cs+], [Cs+], CCCI, CN(C)C=O, CC(C)[Si](C(C)C)(C(C)C)n1cc(CCN2C(=O)c3ccccc3C2=O)c2cc(O)ccc21. Product: CCCOc1ccc2c(c1)c(CCN1C(=O)c3ccccc3C1=O)cn2[Si](C(C)C)(C(C)C)C(C)C. As a reaction SMILES: [C:34](=[O:35])([O-:36])[O-:37].[CH3:44][CH2:45][O:46][C:47]([CH3:48])=[O:49].[Cs+:38].[Cs+:39].[I:40][CH2:41][CH2:42][CH3:43].[O:50]=[CH:51][N:52]([CH3:53])[CH3:54].[OH:1][c:2]1[cH:3][c:4]2[c:5]([CH2:21][CH2:22][N:23]3[C:24](=[O:33])[c:25]4[cH:26][cH:27][cH:28][cH:29][c:30]4[C:31]3=[O:32])[cH:6][n:7]([Si:11]([CH:12]([CH3:13])[CH3:14])([CH:15]([CH3:16])[CH3:17])[CH:18]([CH3:19])[CH3:20])[c:8]2[cH:9][cH:10]1>>[O:1]([c:2]1[cH:3][c:4]2[c:5]([CH2:21][CH2:22][N:23]3[C:24](=[O:33])[c:25]4[cH:26][cH:27][cH:28][cH:29][c:30]4[C:31]3=[O:32])[cH:6][n:7]([Si:11]([CH:12]([CH3:13])[CH3:14])([CH:15]([CH3:16])[CH3:17])[CH:18]([CH3:19])[CH3:20])[c:8]2[cH:9][cH:10]1)[CH2:41][CH2:42][CH3:43].